Dataset: the Open Reaction Database (ORD), a public repository of structured organic reaction records. Task: describe an organic reaction: reactants, conditions, products, and yield The product is ClC1=C(C=CC=C1C(F)(F)F)C(=O)N1C(C2=C(C=C1)N(N=N2)C2=NC=CC(=N2)C)C ((2-chloro-3-(trifluoromethyl)phenyl)(4-methyl-1-(4-methylpyrimidin-2-yl)-1H-[1,2,3]triazolo[4,5-c]pyridin-5(4H)-yl)methanone). The solvent is C1CCOC1 (THF). Procedure details: To a suspension of the product of Example 252, Step 1 (200 mg, 0.94 mmol) in THF (30 mL) cooled to −78° C. was added Intermediate 12 (251 mg, 1.04 mmol). Trimethylsilyl trifluoromethanesulfonate (0.188 mL, 1.04 mmol) was then added and the reaction was stirred at −78° C. for 30 min. The resulting mixture was treated with MeMgBr (3.0 M solution in Et2O, 0.94 mL, 2.83 mmol) and stirred for 1 h. The reaction was quenched with NH4Cl and extracted with EtOAc, dried over MgSO4 and concentrated. The re... Conditions: temperature -78 celsius, time 30 minute. The reactants are C[Mg+].[Br-] (MeMgBr), CC1=NC(=NC=C1)N1N=NC=2C=NC=CC21 (1-(4-methylpyrimidin-2-yl)-1H-[1,2,3]triazolo[4,5-c]pyridine), FC(S(=O)(=O)O[Si](C)(C)C)(F)F (Trimethylsilyl trifluoromethanesulfonate), ClC1=C(C(=O)Cl)C=CC=C1C(F)(F)F (2-Chloro-3-(trifluoromethyl)benzoyl chloride). Yield: 16.1%. RXN SMILES: [CH3:1][C:2]1[CH:7]=[CH:6][N:5]=[C:4]([N:8]2[C:16]3[CH:15]=[CH:14][N:13]=[CH:12][C:11]=3[N:10]=[N:9]2)[N:3]=1.[Cl:17][C:18]1[C:26]([C:27]([F:30])([F:29])[F:28])=[CH:25][CH:24]=[CH:23][C:19]=1[C:20](Cl)=[O:21].F[C:32](F)(F)S(O[Si](C)(C)C)(=O)=O.C[Mg+].[Br-]>C1COCC1>[Cl:17][C:18]1[C:26]([C:27]([F:30])([F:29])[F:28])=[CH:25][CH:24]=[CH:23][C:19]=1[C:20]([N:13]1[CH:14]=[CH:15][C:16]2[N:8]([C:4]3[N:3]=[C:2]([CH3:1])[CH:7]=[CH:6][N:5]=3)[N:9]=[N:10][C:11]=2[CH:12]1[CH3:32])=[O:21] |f:3.4|. Reactants: C([O-])([O-])=O.[Li+].[Li+] (lithium carbonate), C1(CC1)[C@]1([C@@H](NCC1)C(C)C)O ((2S,3R)-3-cyclopropyl-2-isopropylpyrrolidin-3-ol), FC1=CC(=C(C#N)C=C1)C(F)(F)F (4-fluoro-2-(trifluoromethyl)benzonitrile). The product is C(C)[C@@H]1N(CC[C@@]1(O)CC)C1=CC(=C(C#N)C=C1)C(F)(F)F (4-[(2S,3S)-2,3-diethyl-3-hydroxypyrrolidin-1-yl]-2-(trifluoromethyl)benzonitrile), oil. Yield: 82.0%. Reaction SMILES: [CH:1]1([C@:4]2([OH:12])[CH2:8][CH2:7][NH:6][C@H:5]2[CH:9]([CH3:11])C)[CH2:3]C1.F[C:14]1[CH:21]=[CH:20][C:17]([C:18]#[N:19])=[C:16]([C:22]([F:25])([F:24])[F:23])[CH:15]=1.C(=O)([O-])[O-].[Li+].[Li+]>>[CH2:9]([C@H:5]1[C@@:4]([CH2:1][CH3:3])([OH:12])[CH2:8][CH2:7][N:6]1[C:14]1[CH:21]=[CH:20][C:17]([C:18]#[N:19])=[C:16]([C:22]([F:23])([F:25])[F:24])[CH:15]=1)[CH3:11] |f:2.3.4|. Procedure: By an operation in the same manner as in Example 1 and using (2S,3S)-2,3-diethylpyrrolidin-3-ol 0.5 oxalate (193 mg), 4-fluoro-2-(trifluoromethyl)benzonitrile (364 mg) and lithium carbonate (221 mg), the title compound was obtained as pale-yellow oil (yield: 219 mg, yield: 82%). Reactants: ClC1=C(C=C(C#N)C=C1[N+](=O)[O-])[N+](=O)[O-] (4-chloro-3,5-dinitrobenzonitrile), P(=O)(Cl)(Cl)Cl (phosphorus oxychloride), C1(=CC=CC=C1)C (toluene). The reagents and catalysts are [Fe] (iron). Solvent: C1(=CC=CC=C1)C.O (toluene water). The product is ClC1=C(C=C(C#N)C=C1N)N (4-chloro-3,5-diaminobenzonitrile). The yield is 80.0%. Reaction SMILES: [Cl:1][C:2]1[C:9]([N+:10]([O-])=O)=[CH:8][C:5]([C:6]#[N:7])=[CH:4][C:3]=1[N+:13]([O-])=O.P(Cl)(Cl)(Cl)=O.C1(C)C=CC=CC=1>[Fe].C1(C)C=CC=CC=1.O>[Cl:1][C:2]1[C:9]([NH2:10])=[CH:8][C:5]([C:6]#[N:7])=[CH:4][C:3]=1[NH2:13] |f:4.5|. Procedure: By reaction with ammonia at about 0° C. to about 20° C., 4-chloro-3,5-dinitrobenzoic acid amide is obtained which is converted into 4-chloro-3,5-dinitrobenzonitrile by reaction with phosphorus oxychloride in boiling toluene. By reduction in boiling toluene/water with iron, 4-chloro-3,5-diaminobenzonitrile (melting point about 172° C.) is obtained in about 80% yield.